From a dataset of the Open Reaction Database (ORD), a public repository of structured organic reaction records. describe an organic reaction: reactants, conditions, products, and yield Reactants: [H][H] (hydrogen), C(C1=CC=CC=C1)OC1=C(C=C(C=C1)OCC1=CC=CC=C1)C(=CCCOC1=CC=CC=C1)C (4-(2,5-dibenzyloxyphenyl)-1-phenoxypent-3-ene), C(C)O (ethanol), Cl (hydrochloric acid). Reagents/catalysts: [Pd] (Pd/C). Run in C(C)(=O)OCC (ethyl acetate). Conditions: time 12 hour. Product: OC1=C(C=C(C=C1)O)C(CCCOC1=CC=CC=C1)C (4-(2,5-Dihydroxyphenyl)-1-phenoxypentane). RXN SMILES: C([O:8][C:9]1[CH:14]=[CH:13][C:12]([O:15]CC2C=CC=CC=2)=[CH:11][C:10]=1[C:23]([CH3:34])=[CH:24][CH2:25][CH2:26][O:27][C:28]1[CH:33]=[CH:32][CH:31]=[CH:30][CH:29]=1)C1C=CC=CC=1.C(O)C.Cl.[H][H]>[Pd].C(OCC)(=O)C>[OH:8][C:9]1[CH:14]=[CH:13][C:12]([OH:15])=[CH:11][C:10]=1[CH:23]([CH3:34])[CH2:24][CH2:25][CH2:26][O:27][C:28]1[CH:29]=[CH:30][CH:31]=[CH:32][CH:33]=1. Procedure: A solution of 4-(2,5-dibenzyloxyphenyl)-1-phenoxypent-3-ene (51 g., 0.113 M) in a mixture of absolute ethanol (160 ml.), ethyl acetate (160 ml.) and concentrated hydrochloric acid (0.2 ml.) is hydrogenated for 12 hours under 55 lbs. hydrogen in the presence of 10% Pd/C. Removal of the catalyst by filtration and concentration of the filtrate under vacuum yields the desired product. As a reaction SMILES: [CH2:18]([CH3:19])[O:20][C:21](=[O:22])[C:23]1([CH2:29][CH2:30][O:31][CH3:32])[CH2:24][CH2:25][NH:26][CH2:27][CH2:28]1.[CH2:9]([N:10]([CH:11]([CH3:12])[CH3:13])[CH:14]([CH3:15])[CH3:16])[CH3:17].[CH:1]1([CH2:4][CH2:5][C:6](=[O:7])[OH:8])[CH2:2][CH2:3]1>>[CH:1]1([CH2:4][CH2:5][C:6](=[O:8])[N:26]2[CH2:25][CH2:24][C:23]([C:21]([O:20][CH2:18][CH3:19])=[O:22])([CH2:29][CH2:30][O:31][CH3:32])[CH2:28][CH2:27]2)[CH2:2][CH2:3]1. The product is CCOC(=O)C1(CCOC)CCN(C(=O)CCC2CC2)CC1. The reactants are CCOC(=O)C1(CCOC)CCNCC1, CCN(C(C)C)C(C)C, O=C(O)CCC1CC1. Starting materials: C(C#CCC)(=O)OCC (Ethyl 2-pentynoate), IC1=CC(=CC=C1)OCOC (1-iodo-3-(methoxymethoxy)benzene), C1(=CC=CC=C1)B(O)O (Phenylboronic acid), C(=O)([O-])[O-].[K+].[K+] (K2CO3). The reagents and catalysts are C1=CC=C(C=C1)C#N.C1=CC=C(C=C1)C#N.Cl[Pd]Cl (PdCl2(PhCN)2). The solvent is CN(C)C=O (DMF), O (H2O). Reaction conditions: time 10 minute. Product: COCOC=1C=C(C=CC1)/C(/C(=O)OCC)=C(/CC)\C1=CC=CC=C1 ((E)-ethyl 2-(3-(methoxymethoxy)phenyl)-3-phenylpent-2-enoate). Isolated yield 25.0%. RXN SMILES: [C:1]([O:7][CH2:8][CH3:9])(=[O:6])[C:2]#[C:3][CH2:4][CH3:5].I[C:11]1[CH:16]=[CH:15][CH:14]=[C:13]([O:17][CH2:18][O:19][CH3:20])[CH:12]=1.[C:21]1(B(O)O)[CH:26]=[CH:25][CH:24]=[CH:23][CH:22]=1.C([O-])([O-])=O.[K+].[K+]>CN(C=O)C.C1C=CC(C#N)=CC=1.C1C=CC(C#N)=CC=1.Cl[Pd]Cl.O>[CH3:20][O:19][CH2:18][O:17][C:13]1[CH:12]=[C:11](/[C:2](=[C:3](\[C:21]2[CH:26]=[CH:25][CH:24]=[CH:23][CH:22]=2)/[CH2:4][CH3:5])/[C:1]([O:7][CH2:8][CH3:9])=[O:6])[CH:16]=[CH:15][CH:14]=1 |f:3.4.5,7.8.9|. Procedure details: A mixture of Ethyl 2-pentynoate (350 mg, 2.77 mmol), 1-iodo-3-(methoxymethoxy)benzene (1.46 g, 5.53 mmol), Phenylboronic acid (675 mg, 5.54 mmol) and K2CO3 (766 mg, 5.54 mmol) in DMF (8 ml)-H2O (2 ml) was stirred at room temperature for 10 min. Then PdCl2(PhCN)2 (10.6 mg, 0.0276 mmol) was added under Ar atmosphere, and the mixture was stirred at room temperature for 24 h. The reaction was quenched with H2O under ice cooling, and the whole was extracted with Et2O. The organic layer was washed wit... Starting materials: C1CCOC1, C1CCOC1, CCN=C=NCCCN(C)C, CN1C(C)(C)CC(N)CC1(C)C, COc1cc(C(=O)O)ccc1-c1nc2cc(Cl)c(Cl)cc2[nH]1, Cl, CN(C)C=O. Product: COc1cc(C(=O)NC2CC(C)(C)N(C)C(C)(C)C2)ccc1-c1nc2cc(Cl)c(Cl)cc2[nH]1. RXN SMILES: [CH2:52]1[O:53][CH2:54][CH2:55][CH2:56]1.[CH2:57]1[O:58][CH2:59][CH2:60][CH2:61]1.[CH3:24][N:25]([CH3:26])[CH2:27][CH2:28][CH2:29][N:30]=[C:31]=[N:32][CH2:33][CH3:34].[CH3:35][N:36]1[C:37]([CH3:45])([CH3:46])[CH2:38][CH:39]([NH2:44])[CH2:40][C:41]1([CH3:42])[CH3:43].[Cl:1][c:2]1[cH:3][c:4]2[c:5]([n:6][c:7](-[c:9]3[c:10]([O:18][CH3:19])[cH:11][c:12]([C:15](=[O:16])[OH:17])[cH:13][cH:14]3)[nH:8]2)[cH:20][c:21]1[Cl:22].[ClH:23].[O:47]=[CH:48][N:49]([CH3:50])[CH3:51]>>[Cl:1][c:2]1[cH:3][c:4]2[c:5]([n:6][c:7](-[c:9]3[c:10]([O:18][CH3:19])[cH:11][c:12]([C:15](=[O:16])[NH:44][CH:39]4[CH2:38][C:37]([CH3:45])([CH3:46])[N:36]([CH3:35])[C:41]([CH3:42])([CH3:43])[CH2:40]4)[cH:13][cH:14]3)[nH:8]2)[cH:20][c:21]1[Cl:22]. The reactants are COC(=O)C=1C=C2C(CCC2=CC1OC)=O (6-Methoxy-3-oxo-indan-5-carboxylic acid methyl ester), N.O (NH3.H2O). Reaction conditions: temperature 40 celsius, time 2 hour. The product is COC1=C(C=C2C(CCC2=C1)=O)C(=O)N (6-Methoxy-3-oxo-indan-5-carboxylic acid amide). Isolated yield 80.0%. As a reaction SMILES: C[O:2][C:3]([C:5]1[CH:6]=[C:7]2[C:11](=[CH:12][C:13]=1[O:14][CH3:15])[CH2:10][CH2:9][C:8]2=[O:16])=O.[NH3:17].O>>[CH3:15][O:14][C:13]1[CH:12]=[C:11]2[C:7]([C:8](=[O:16])[CH2:9][CH2:10]2)=[CH:6][C:5]=1[C:3]([NH2:17])=[O:2] |f:1.2|. Procedure details: 6-Methoxy-3-oxo-indan-5-carboxylic acid methyl ester (7 g, 31.82 mmol) was suspended in NH3.H2O (150 ml), and the mixture was heated to 40° C. and stirred for two hours, during this time the precipitate was formed. The precipitate was collected and dried to give product as white solid (5.2 g, 80% yield). LC-MS: m/e 206(MH+)